The task is: describe an organic reaction: reactants, conditions, products, and yield. This data is from the Open Reaction Database (ORD), a public repository of structured organic reaction records. Starting materials: COc1ccc(CCl)cc1OC, COc1ccc(CC#N)cc1OC, Cc1ccccc1. Product: COc1ccccc1OC. RXN SMILES: [CH2:14]([Cl:15])[c:16]1[cH:17][cH:18][c:19]([O:20][CH3:21])[c:22]([O:23][CH3:24])[cH:25]1.[CH2:1]([c:2]1[cH:3][c:4]([O:5][CH3:6])[c:7]([O:8][CH3:9])[cH:10][cH:11]1)[C:12]#[N:13].[CH3:26][c:27]1[cH:28][cH:29][cH:30][cH:31][cH:32]1>>[cH:2]1[cH:3][c:4]([O:5][CH3:6])[c:7]([O:8][CH3:9])[cH:10][cH:11]1.